From a dataset of the Open Reaction Database (ORD), a public repository of structured organic reaction records. describe an organic reaction: reactants, conditions, products, and yield Reaction SMILES: [CH2:1]([C@@H:8]([CH2:12][CH2:13][C@H:14]([CH2:33][C:34]1[CH:39]=[CH:38][CH:37]=[CH:36][CH:35]=1)[C:15](=[O:32])[NH:16][C@H:17]1[CH2:23][CH2:22][CH2:21][CH2:20][N:19]([C:24]2[CH:29]=[CH:28][CH:27]=[CH:26][C:25]=2[CH3:30])[C:18]1=[O:31])[C:9](O)=[O:10])[C:2]1[CH:7]=[CH:6][CH:5]=[CH:4][CH:3]=1.[NH2:40][C@H:41]1[CH2:47][CH2:46][S:45][C@H:44]2[CH2:48][CH2:49][C@@H:50]([C:52]([F:55])([F:54])[F:53])[CH2:51][N:43]2[C:42]1=[O:56]>>[CH2:33]([C@@H:14]([CH2:13][CH2:12][C@H:8]([CH2:1][C:2]1[CH:3]=[CH:4][CH:5]=[CH:6][CH:7]=1)[C:9]([NH:40][C@H:41]1[CH2:47][CH2:46][S:45][C@H:44]2[CH2:48][CH2:49][C@@H:50]([C:52]([F:53])([F:55])[F:54])[CH2:51][N:43]2[C:42]1=[O:56])=[O:10])[C:15]([NH:16][C@H:17]1[CH2:23][CH2:22][CH2:21][CH2:20][N:19]([C:24]2[CH:29]=[CH:28][CH:27]=[CH:26][C:25]=2[CH3:30])[C:18]1=[O:31])=[O:32])[C:34]1[CH:39]=[CH:38][CH:37]=[CH:36][CH:35]=1. Product: C(C1=CC=CC=C1)[C@H](C(=O)N[C@@H]1C(N(CCCC1)C1=C(C=CC=C1)C)=O)CC[C@@H](C(=O)N[C@@H]1C(N2[C@@H](SCC1)CC[C@H](C2)C(F)(F)F)=O)CC2=CC=CC=C2 ((2R,5R)-2,5-Dibenzyl-N1-((S)-2-oxo-1-o-tolylazepan-3-yl)-N6-((4S,8R,10aS)-5-oxo-8-(trifluoromethyl)octahydro-2H-pyrido[2,1-b][1,3]thiazepin-4-yl)hexanediamide), solid. Isolated yield 38.0%. Reactants: C(C1=CC=CC=C1)[C@H](C(=O)O)CC[C@@H](C(N[C@@H]1C(N(CCCC1)C1=C(C=CC=C1)C)=O)=O)CC1=CC=CC=C1 ((2R,5R)-2,5-Dibenzyl-6-oxo-6-((S)-2-oxo-1-o-tolylazepan-3-ylamino)hexanoic acid), N[C@@H]1C(N2[C@@H](SCC1)CC[C@H](C2)C(F)(F)F)=O ((4S,8R,10aS)-4-Amino-8-(trifluoromethyl)hexahydro-2H-pyrido[2,1-b][1,3]thiazepin-5(7H)-one). Reported procedure: (2R,5R)-2,5-Dibenzyl-N1-((S)-2-oxo-1-o-tolylazepan-3-yl)-N6-((4S,8R,10aS)-5-oxo-8-(trifluoromethyl)octahydro-2H-pyrido[2,1-b][1,3]thiazepin-4-yl)hexanediamide was synthesized as described in General Procedure H using Intermediate 71 (12 mg, 0.022 mmol) and Intermediate 61 (5.0 mg, 0.019 mmol) to give a white solid (5.7 mg, 38% yield). Anal. Calcd. for C43H51F3N4O4S m/z 776.7. found: 777.6 (M+H)+; 1H NMR (400 MHz, CDCl3) δ ppm 7.34-7.03 (m, 11H), 7.04-6.89 (m, 3H), 5.12 (t, J=7.3 Hz, 1H), 4.85-4.... The reactants are OCCCCCCCCCBr, O=C([O-])[O-], CCC(C)=O, [K+], [K+], c1ccc(-c2nn[nH]c2-c2ccccc2)cc1. Product: OCCCCCCCCCn1nc(-c2ccccc2)c(-c2ccccc2)n1. Reaction SMILES: [Br:18][CH2:19][CH2:20][CH2:21][CH2:22][CH2:23][CH2:24][CH2:25][CH2:26][CH2:27][OH:28].[C:29](=[O:30])([O-:31])[O-:32].[CH3:35][C:36](=[O:37])[CH2:38][CH3:39].[K+:33].[K+:34].[c:1]1(-[c:7]2[n:8][n:9][nH:10][c:11]2-[c:12]2[cH:13][cH:14][cH:15][cH:16][cH:17]2)[cH:2][cH:3][cH:4][cH:5][cH:6]1>>[c:1]1(-[c:7]2[n:8][n:9]([CH2:19][CH2:20][CH2:21][CH2:22][CH2:23][CH2:24][CH2:25][CH2:26][CH2:27][OH:28])[n:10][c:11]2-[c:12]2[cH:13][cH:14][cH:15][cH:16][cH:17]2)[cH:2][cH:3][cH:4][cH:5][cH:6]1. Reactants: [Cl-].[NH4+] (ammonium chloride), [H-].[Na+] (Sodium hydride), FC=1C=C(C=CC1F)CC(=O)OC (methyl (3,4-difluorophenyl)acetate), CN(C)C=O (DMF), ClCCCI (1-chloro-3-iodopropane). Run at time 10 minute. Yields the product NN1C(C(CCC1)C1=CC(=C(C=C1)F)F)=O (1-amino-3-(3,4-difluorophenyl)piperidin-2-one). As a reaction SMILES: [H-].[Na+].[F:3][C:4]1[CH:5]=[C:6]([CH2:11][C:12]([O:14]C)=O)[CH:7]=[CH:8][C:9]=1[F:10].ClC[CH2:18][CH2:19]I.[Cl-].[NH4+:22].C[N:24]([CH:26]=O)C>>[NH2:22][N:24]1[CH2:26][CH2:19][CH2:18][CH:11]([C:6]2[CH:7]=[CH:8][C:9]([F:10])=[C:4]([F:3])[CH:5]=2)[C:12]1=[O:14] |f:0.1,4.5|. Reported procedure: Sodium hydride (containing mineral oil at 40%, 0.48 g) was added to a solution of methyl (3,4-difluorophenyl)acetate (CAS #210530-71-5, 2.04 g) in DMF (30 mL) at 0° C., and the reaction solution was stirred at room temperature for 10 minutes. 1-chloro-3-iodopropane (1.3 mL) was added to the reaction solution at 0° C., and the reaction solution was stirred at room temperature for two hours. A saturated ammonium chloride solution was added to the reaction solution, followed by extraction with ethy... Starting materials: COC(=O)C1=Cc2cc(Br)ccc2N(C(=O)OC(C)(C)C)CC1, CCOC(C)=O, Cl, [Na+], [OH-]. Product: COC(=O)C1=Cc2cc(Br)ccc2NCC1. Reaction SMILES: [Br:1][c:2]1[cH:3][cH:4][c:5]2[c:6]([cH:23]1)[CH:7]=[C:8]([C:19](=[O:20])[O:21][CH3:22])[CH2:9][CH2:10][N:11]2[C:12]([O:13][C:14]([CH3:15])([CH3:16])[CH3:17])=[O:18].[CH3:27][CH2:28][O:29][C:30](=[O:31])[CH3:32].[ClH:24].[Na+:26].[OH-:25]>>[Br:1][c:2]1[cH:3][cH:4][c:5]2[c:6]([cH:23]1)[CH:7]=[C:8]([C:19](=[O:20])[O:21][CH3:22])[CH2:9][CH2:10][NH:11]2. Reactants: ( S ), C(C)(=O)NC1C(C2=C(C=CC=C2CC1)N)=O (2-Acetylamino-8-amino-1-tetralone), C1(=CC=C(C=C1)S(=O)(=O)[O-])C.[NH+]1=CC=CC=C1 (pyridinium-p-toluenesulfonate), C(C)C1(C(OCC=2C(N3CCC(C3=CC21)=O)=O)=O)O (4-ethyl-4-hydroxy-7,8-dihydro-1H-pyrano-[3,4-f]indolizine-3,6,10(4H)-trione), compound, C1(=CC=C(C=C1)S(=O)(=O)[O-])C.[NH+]1=CC=CC=C1 (PPTS). The solvent is C1(=CC=CC=C1)C (toluene). Conditions: time 24 hour. Product: C(C)(=O)NC1CCC=2C=3C1=C1C(=NC3C=CC2)C2=CC3=C(C(N2C1)=O)COC([C@]3(O)CC)=O ((9S)-1-Acetylamino-9-ethyl-2,3-dihydro-9-hydroxy-1H, 12H-benzo[de]pyrano[3′,4′:6,7]indolizino[1,2-b]quinoline-10,13-(9H,15H)-dione). RXN SMILES: [CH2:1]([C:3]1([OH:19])[C:15]2[CH:14]=[C:13]3[N:9]([CH2:10][CH2:11][C:12]3=O)[C:8](=[O:17])[C:7]=2[CH2:6][O:5][C:4]1=[O:18])[CH3:2].[C:20]([NH:23][CH:24]1[CH2:33][CH2:32][C:31]2[C:26](=[C:27]([NH2:34])[CH:28]=[CH:29][CH:30]=2)[C:25]1=O)(=[O:22])[CH3:21].C1(C)C=CC(S([O-])(=O)=O)=CC=1.[NH+]1C=CC=CC=1>C1(C)C=CC=CC=1>[C:20]([NH:23][CH:24]1[C:25]2=[C:11]3[CH2:10][N:9]4[C:13](=[CH:14][C:15]5[C@:3]([CH2:1][CH3:2])([OH:19])[C:4](=[O:18])[O:5][CH2:6][C:7]=5[C:8]4=[O:17])[C:12]3=[N:34][C:27]3[CH:28]=[CH:29][CH:30]=[C:31]([C:26]=32)[CH2:32][CH2:33]1)(=[O:22])[CH3:21] |f:2.3|. Procedure details: 361 mg of (S) 4-ethyl-4-hydroxy-7,8-dihydro-1H-pyrano-[3,4-f]indolizine-3,6,10(4H)-trione (hereinafter abbreviated as “trione”) was added to the solution of 300 mg of the compound prepared in (4) above in 200 ml of toluene. The mixture was heated under reflux using a Deanstark apparatus for 10 minutes. To the mixture was added 1 mg of pyridinium-p-toluenesulfonate (hereinafter abbreviated as “PPTS”) and the mixture was refluxed while stirring for a further 24 hours. After cooling, the residue ob... Starting materials: CCOC(=O)C(C)(C)Oc1ccc(OCCn2c(=O)sc3cc(C(=O)c4cccc(Cl)c4)ccc32)cc1, Cl, Cl, NO, O, c1ccncc1. Yields the product CCOC(=O)C(C)(C)Oc1ccc(OCCn2c(=O)sc3cc(C(=NO)c4cccc(Cl)c4)ccc32)cc1. As a reaction SMILES: [Cl:1][c:2]1[cH:3][c:4]([C:5](=[O:6])[c:7]2[cH:8][c:9]3[c:10]([n:11]([CH2:15][CH2:16][O:17][c:18]4[cH:19][cH:20][c:21]([O:22][C:23]([C:24](=[O:25])[O:26][CH2:27][CH3:28])([CH3:29])[CH3:30])[cH:31][cH:32]4)[c:12](=[O:14])[s:13]3)[cH:33][cH:34]2)[cH:35][cH:36][cH:37]1.[ClH:38].[ClH:42].[NH2:39][OH:40].[OH2:41].[cH:43]1[cH:44][cH:45][n:46][cH:47][cH:48]1>>[Cl:1][c:2]1[cH:3][c:4]([C:5]([c:7]2[cH:8][c:9]3[c:10]([n:11]([CH2:15][CH2:16][O:17][c:18]4[cH:19][cH:20][c:21]([O:22][C:23]([C:24](=[O:25])[O:26][CH2:27][CH3:28])([CH3:29])[CH3:30])[cH:31][cH:32]4)[c:12](=[O:14])[s:13]3)[cH:33][cH:34]2)=[N:39][OH:40])[cH:35][cH:36][cH:37]1. Starting materials: CN=C=O, ClCCl, O=C(CN1CCCC1=O)N1CCNCC1. The product is CNC(=O)N1CCN(C(=O)CN2CCCC2=O)CC1. Reaction SMILES: [CH3:16][N:17]=[C:18]=[O:19].[Cl:20][CH2:21][Cl:22].[O:1]=[C:2]1[N:3]([CH2:7][C:8](=[O:9])[N:10]2[CH2:11][CH2:12][NH:13][CH2:14][CH2:15]2)[CH2:4][CH2:5][CH2:6]1>>[O:1]=[C:2]1[N:3]([CH2:7][C:8](=[O:9])[N:10]2[CH2:11][CH2:12][N:13]([C:18]([NH:17][CH3:16])=[O:19])[CH2:14][CH2:15]2)[CH2:4][CH2:5][CH2:6]1. Starting materials: IC1=C(C2=C(S1)C=CC=C2)OC2=CC=C(C=C2)OCC2=CC=CC=C2 (2-iodo-3-(4-benzyloxyphenoxy)benzo[b]thiophene), COC=1C=C(C=CC1)B(O)O (3-methoxyphenylboronic acid), C(=O)([O-])[O-].[Na+].[Na+] (Na2CO3). The reagents and catalysts are C=1C=CC(=CC1)[P](C=2C=CC=CC2)(C=3C=CC=CC3)[Pd]([P](C=4C=CC=CC4)(C=5C=CC=CC5)C=6C=CC=CC6)([P](C=7C=CC=CC7)(C=8C=CC=CC8)C=9C=CC=CC9)[P](C=1C=CC=CC1)(C=1C=CC=CC1)C=1C=CC=CC1 ((Ph3P)4Pd). Solvent: C1(=CC=CC=C1)C (toluene), CCOC(=O)C (EtOAc). Yields the product Et2O hexanes, COC=1C=C(C=CC1)C1=C(C2=C(S1)C=CC=C2)OC2=CC=C(C=C2)OCC2=CC=CC=C2 (2-(3-methoxyphenyl)-3-(4-benzyloxyphenoxy)benzo[b]thiophene). The yield is 99.5%. RXN SMILES: I[C:2]1[S:6][C:5]2[CH:7]=[CH:8][CH:9]=[CH:10][C:4]=2[C:3]=1[O:11][C:12]1[CH:17]=[CH:16][C:15]([O:18][CH2:19][C:20]2[CH:25]=[CH:24][CH:23]=[CH:22][CH:21]=2)=[CH:14][CH:13]=1.[CH3:26][O:27][C:28]1[CH:29]=[C:30](B(O)O)[CH:31]=[CH:32][CH:33]=1.C([O-])([O-])=O.[Na+].[Na+]>C1(C)C=CC=CC=1.CCOC(C)=O.C1C=CC([P]([Pd]([P](C2C=CC=CC=2)(C2C=CC=CC=2)C2C=CC=CC=2)([P](C2C=CC=CC=2)(C2C=CC=CC=2)C2C=CC=CC=2)[P](C2C=CC=CC=2)(C2C=CC=CC=2)C2C=CC=CC=2)(C2C=CC=CC=2)C2C=CC=CC=2)=CC=1>[CH3:26][O:27][C:28]1[CH:33]=[C:32]([C:2]2[S:6][C:5]3[CH:7]=[CH:8][CH:9]=[CH:10][C:4]=3[C:3]=2[O:11][C:12]2[CH:17]=[CH:16][C:15]([O:18][CH2:19][C:20]3[CH:25]=[CH:24][CH:23]=[CH:22][CH:21]=3)=[CH:14][CH:13]=2)[CH:31]=[CH:30][CH:29]=1 |f:2.3.4,^1:59,61,80,99|. Procedure: To a solution of 2-iodo-3-(4-benzyloxyphenoxy)benzo[b]thiophene (5.00 g, 11.0 mmol) in 50 mL of toluene under N2 were added 3-methoxyphenylboronic acid (2.00 g, 13.0 mmol), (Ph3P)4Pd (0.75 g, 0.66 mmol), and 18.0 mL of 2.0N Na2CO3 solution. The resulting mixture was heated to reflux for 2 h. Upon cooling to room temperature, the reaction was diluted with EtOAc and extracted several times with 0.1N NaOH. The organic was then dried (Na2SO4) and concentrated in vacuo to an oil. Chromatography (SiO2... Reactants: COC1=CC(=C(C(=C1)C)C1=NC=C(C=C1N)N1CCOCC1)C (2-(4-methoxy-2,6-dimethylphenyl)-5-morpholinopyridin-3-amine), ClC1=C(C(=NC2=CC(=CC(=C12)F)F)C1=NC=CC=C1)C (4-chloro-5,7-difluoro-3-methyl-2-(pyridin-2-yl)quinoline), C1(CCCCC1)P(C1=C(C=CC=C1)C1=C(C=C(C=C1C(C)C)C(C)C)C(C)C)C1CCCCC1 (2-(dicyclohexylphosphino)-2′,4′,6′,-triisopropyl-biphenyl), CC(C)C1=CC(=C(C(=C1)C(C)C)C2=C(C=CC=C2)P(C3CCCCC3)C4CCCCC4)C(C)C (X-Phos), CC(C)([O-])C.[Na+] (sodium tert-butoxide). Reagents/catalysts: C=1C=CC(=CC1)/C=C/C(=O)/C=C/C2=CC=CC=C2.C=1C=CC(=CC1)/C=C/C(=O)/C=C/C2=CC=CC=C2.C=1C=CC(=CC1)/C=C/C(=O)/C=C/C2=CC=CC=C2.[Pd].[Pd] (tris(dibenzylideneacetone)dipalladium). The solvent is O (water), C1(=CC=CC=C1)C (toluene). Run at temperature 100 celsius, time 18 hour. Yields the product FC1=C2C(=C(C(=NC2=CC(=C1)F)C1=NC=CC=C1)C)NC=1C(=NC=C(C1)N1CCOCC1)C1=C(C=C(C=C1C)OC)C (5,7-difluoro-N-(2-(4-methoxy-2,6-dimethylphenyl)-5-morpholinopyridin-3-yl)-3-methyl-2-(pyridin-2-yl)quinolin-4-amine). RXN SMILES: [CH3:1][O:2][C:3]1[CH:8]=[C:7]([CH3:9])[C:6]([C:10]2[C:15]([NH2:16])=[CH:14][C:13]([N:17]3[CH2:22][CH2:21][O:20][CH2:19][CH2:18]3)=[CH:12][N:11]=2)=[C:5]([CH3:23])[CH:4]=1.Cl[C:25]1[C:34]2[C:29](=[CH:30][C:31]([F:36])=[CH:32][C:33]=2[F:35])[N:28]=[C:27]([C:37]2[CH:42]=[CH:41][CH:40]=[CH:39][N:38]=2)[C:26]=1[CH3:43].C1(P(C2CCCCC2)C2C=CC=CC=2C2C(C(C)C)=CC(C(C)C)=CC=2C(C)C)CCCCC1.CC(C)([O-])C.[Na+]>C1(C)C=CC=CC=1.C1C=CC(/C=C/C(/C=C/C2C=CC=CC=2)=O)=CC=1.C1C=CC(/C=C/C(/C=C/C2C=CC=CC=2)=O)=CC=1.C1C=CC(/C=C/C(/C=C/C2C=CC=CC=2)=O)=CC=1.[Pd].[Pd].O>[F:35][C:33]1[CH:32]=[C:31]([F:36])[CH:30]=[C:29]2[C:34]=1[C:25]([NH:16][C:15]1[C:10]([C:6]3[C:7]([CH3:9])=[CH:8][C:3]([O:2][CH3:1])=[CH:4][C:5]=3[CH3:23])=[N:11][CH:12]=[C:13]([N:17]3[CH2:18][CH2:19][O:20][CH2:21][CH2:22]3)[CH:14]=1)=[C:26]([CH3:43])[C:27]([C:37]1[CH:42]=[CH:41][CH:40]=[CH:39][N:38]=1)=[N:28]2 |f:3.4,6.7.8.9.10|. Reported procedure: A mixture of 2-(4-methoxy-2,6-dimethylphenyl)-5-morpholinopyridin-3-amine (41 mg, 0.13 mmol), 4-chloro-5,7-difluoro-3-methyl-2-(pyridin-2-yl)quinoline (57 mg, 0.2 mmol), 2-(dicyclohexylphosphino)-2′,4′,6′,-triisopropyl-biphenyl, (X-Phos) (7.9 mg, 0.017 mmol), tris(dibenzylideneacetone)dipalladium (0) (7.8 mg, 8.5 μmol), and sodium tert-butoxide (36.9 mg, 0.38 mmol) in dry toluene (2 mL) was degassed by nitrogen. The resulting reaction was heated to 100° C. and monitored with TLC and LC-MS. After... Reactants: COC(CC(C)=O)=O (3-oxo-butyric acid methyl ester), R3—(CH2)m—NH2, N[C@H]1[C@@H](CCCC1)O ((1R,2R)-2-aminocyclohexanol), BrCC(=O)C1=C(C=CC(=C1)C(F)(F)F)Cl (2-bromo-1-[2-chloro-5-(trifluoromethyl)-phenyl]-ethanone), O1C(COCC1)CN (1,4-dioxane-2-methanamine). Procedure: The title compound was synthesized in analogy to example 7, using 3-oxo-butyric acid methyl ester as compound of formula R, 2-bromo-1-[2-chloro-5-(trifluoromethyl)-phenyl]-ethanone as compound of formula S, 1,4-dioxane-2-methanamine as R3—(CH2)m—NH2 and (1R,2R)-2-aminocyclohexanol as R1R2NH, MS (ISP) 501.4 (M+H)+. Reaction SMILES: CO[C:3](=[O:8])[CH2:4][C:5](=O)[CH3:6].Br[CH2:10][C:11]([C:13]1[CH:18]=[C:17]([C:19]([F:22])([F:21])[F:20])[CH:16]=[CH:15][C:14]=1[Cl:23])=O.[O:24]1[CH2:29][CH2:28][O:27][CH2:26][CH:25]1[CH2:30][NH2:31].[NH2:32][C@@H:33]1[CH2:38][CH2:37][CH2:36][CH2:35][C@H:34]1[OH:39]>>[OH:39][C@@H:34]1[CH2:35][CH2:36][CH2:37][CH2:38][C@H:33]1[NH:32][C:3]([C:4]1[CH:10]=[C:11]([C:13]2[CH:18]=[C:17]([C:19]([F:22])([F:21])[F:20])[CH:16]=[CH:15][C:14]=2[Cl:23])[N:31]([CH2:30][CH:25]2[CH2:26][O:27][CH2:28][CH2:29][O:24]2)[C:5]=1[CH3:6])=[O:8]. Product: O[C@H]1[C@@H](CCCC1)NC(=O)C1=C(N(C(=C1)C1=C(C=CC(=C1)C(F)(F)F)Cl)CC1OCCOC1)C (5-(2-Chloro-5-trifluoromethyl-phenyl)-1-(rac)-[1,4]dioxan-2-ylmethyl-2-methyl-1H-pyrrole-3-carboxylic acid ((1R,2R)-2-hydroxy-cyclohexyl)-amide).